Dataset: the Open Reaction Database (ORD), a public repository of structured organic reaction records. Task: describe an organic reaction: reactants, conditions, products, and yield The reactants are COC1=C(C=O)C=C(C(=C1)OC)OC (2,4,5-trimethoxybenzaldehyde), C(#C)[Mg]Cl (ethynylmagnesium chloride). The solvent is C1CCOC1 (THF). Yields the product OC(C#C)C1=C(C=C(C(=C1)OC)OC)OC (3-Hydroxy-3-(2,4,5-trimethoxyphenyl)-1-propyne). Reaction SMILES: [CH3:1][O:2][C:3]1[CH:10]=[C:9]([O:11][CH3:12])[C:8]([O:13][CH3:14])=[CH:7][C:4]=1[CH:5]=[O:6].[C:15]([Mg]Cl)#[CH:16]>C1COCC1>[OH:6][CH:5]([C:4]1[CH:7]=[C:8]([O:13][CH3:14])[C:9]([O:11][CH3:12])=[CH:10][C:3]=1[O:2][CH3:1])[C:15]#[CH:16]. Procedure: 3-Hydroxy-3-(2,4,5-trimethoxyphenyl)-1-propyne was prepared according to Method A above from 2,4,5-trimethoxybenzaldehyde (0.784 g, 4 mmol) (Aldrich) in THF (20 mL) and ethynylmagnesium chloride (5 mmol, 10 mL, 0.5M solution in tetrahydrofuran) (Aldrich). (Yield 548 mg, 71%). Reactants: O.O=CC(=O)O (2-oxoacetic acid monohydrate), Cl.C1(CC1)N1C(COC2(C1)CCNCC2)=O (4-cyclopropyl-1-oxa-4,9-diazaspiro[5.5]undecan-3-one hydrochloride), [OH-].[Na+] (sodium hydroxide), O.O=CC(=O)O (2-oxoacetic acid monohydrate), BrC1=CC=C(C=C1)B(O)O ((4-bromophenyl)boronic acid). Solvent: ClCCl (dichloromethane), ClCCl (dichloromethane). Run at time 1 hour. The product is BrC1=CC=C(C=C1)C(C(=O)O)N1CCC2(CN(C(CO2)=O)C2CC2)CC1 (2-(4-bromophenyl)-2-(4-cyclopropyl-3-oxo-1-oxa-4,9-diazaspiro[5.5]undecan-9-yl)acetic acid). Isolated yield 18.0%. As a reaction SMILES: Cl.[CH:2]1([N:5]2[CH2:10][C:9]3([CH2:15][CH2:14][NH:13][CH2:12][CH2:11]3)[O:8][CH2:7][C:6]2=[O:16])[CH2:4][CH2:3]1.[OH-].[Na+].O.O=[CH:21][C:22]([OH:24])=[O:23].[Br:25][C:26]1[CH:31]=[CH:30][C:29](B(O)O)=[CH:28][CH:27]=1>ClCCl>[Br:25][C:26]1[CH:31]=[CH:30][C:29]([CH:21]([N:13]2[CH2:12][CH2:11][C:9]3([O:8][CH2:7][C:6](=[O:16])[N:5]([CH:2]4[CH2:4][CH2:3]4)[CH2:10]3)[CH2:15][CH2:14]2)[C:22]([OH:24])=[O:23])=[CH:28][CH:27]=1 |f:0.1,2.3,4.5|. Procedure details: A suspension of 4-cyclopropyl-1-oxa-4,9-diazaspiro[5.5]undecan-3-one hydrochloride (8.11 mmol) in dichloromethane (20 mL) was treated with 1N aq sodium hydroxide (10 mL) at room temperature. After stirring for one hour, the dichloromethane layer had turned clear. The mixture was transferred to a separatory funnel and the organic phase was removed. The aqueous layer was extracted twice with dichloromethane. The combined organic layers were dried over sodium sulfate, filtered and concentrated in v... The reactants are [N+](=O)([O-])C1=CC2=C(OC(O2)(C(F)(F)F)C(C(F)(F)F)Cl)C=C1 (5-Nitro-2-(1-chloro-2,2,2-trifluoroethyl)-2-trifluoromethyl-1,3-benzodioxol), [H][H] (hydrogen). Reagents/catalysts: [Pd] (palladium on charcoal). Solvent: O1CCCC1 (tetrahydrofuran). Product: NC1=CC2=C(OC(O2)(C(F)(F)F)C(C(F)(F)F)Cl)C=C1 (5-Amino-2-(1-chloro-2,2,2-trifluoroethyl)-2-trifluoromethyl-1,3-benzodioxole). As a reaction SMILES: [N+:1]([C:4]1[CH:22]=[CH:21][C:7]2[O:8][C:9]([CH:15]([Cl:20])[C:16]([F:19])([F:18])[F:17])([C:11]([F:14])([F:13])[F:12])[O:10][C:6]=2[CH:5]=1)([O-])=O.[H][H]>O1CCCC1.[Pd]>[NH2:1][C:4]1[CH:22]=[CH:21][C:7]2[O:8][C:9]([CH:15]([Cl:20])[C:16]([F:19])([F:17])[F:18])([C:11]([F:12])([F:13])[F:14])[O:10][C:6]=2[CH:5]=1. Reported procedure: 72 g of 5-nitro-2-(1-chloro-2,2,2-trifluoroethyl)-2-trifluoromethyl-1,3-benzodioxole of Example 16a were dissolved in 500 ml of tetrahydrofuran and hydrogenated for 5 hours at room temperature with 15 to 20 bar hydrogen using 5 g of palladium on charcoal (5% strength). The mixture was subsequently filtered and the solvent was stripped off in vacuo. The yield was 60 g (93% of theory), and the boiling point was 80° to 82° C. at 0.1 mbar. The NMR spectra showed the following characteristic absorpti... Reactants: COc1ccc(Br)c(CO)c1, O=C([O-])O, C=COCC, ClCCl, [Na+], Cc1ccc(S(=O)(=O)[O-])cc1, c1cc[nH+]cc1. Product: CCOC(C)OCc1cc(OC)ccc1Br. As a reaction SMILES: [Br:1][c:2]1[c:3]([CH2:10][OH:11])[cH:4][c:5]([O:8][CH3:9])[cH:6][cH:7]1.[C:34](=[O:35])([OH:36])[O-:37].[CH:12](=[CH2:13])[O:14][CH2:15][CH3:16].[Cl:39][CH2:40][Cl:41].[Na+:38].[c:17]1([CH3:18])[cH:19][cH:20][c:21]([S:22]([O-:23])(=[O:24])=[O:25])[cH:26][cH:27]1.[nH+:28]1[cH:29][cH:30][cH:31][cH:32][cH:33]1>>[Br:1][c:2]1[c:3]([CH2:10][O:11][CH:12]([CH3:13])[O:14][CH2:15][CH3:16])[cH:4][c:5]([O:8][CH3:9])[cH:6][cH:7]1. Starting materials: CC(C)(C#CC1CC1)OC1OCCC1 (2-methyl-2-tetrahydrofuranoxy-4-cyclopropyl-3-butyne), C(C)O (ethanol), C1(=CC=C(C=C1)S(=O)(=O)[O-])C.[NH+]1=CC=CC=C1 (pyridinium p-toluenesulfonate), C[O-].[Na+] (sodium methoxide), C(C)O (ethanol). Run in O (water). The product is CC(C)(C#CC1CC1)O (2-methyl-2-hydroxy-4-cyclopropyl-3-butyne). Isolated yield 93.8%. Reaction SMILES: [CH3:1][C:2]([O:9]C1CCCO1)([C:4]#[C:5][CH:6]1[CH2:8][CH2:7]1)[CH3:3].C(O)C.C1(C)C=CC(S([O-])(=O)=O)=CC=1.[NH+]1C=CC=CC=1.C[O-].[Na+]>O>[CH3:1][C:2]([OH:9])([C:4]#[C:5][CH:6]1[CH2:8][CH2:7]1)[CH3:3] |f:2.3,4.5|. Procedure details: In a dried flask (300 ml volume), the inside of which had been flushed with nitrogen, were placed 2-methyl-2-tetrahydrofuranoxy-4-cyclopropyl-3-butyne (13.4 g, purity 97.5%, 67.3 mmol.) prepared in Example 4, ethanol (120 ml) and pyridinium p-toluenesulfonate (6.7 mg), and the resulting mixture was heated at 50° C. to 60° C. for 1 hour. After completion of the reaction, the reaction mixture was cooled to room temperature, 10 mg of sodium methoxide (25% methanol solution) was added to the cooled ... Starting materials: C([O-])([O-])=O.[Na+].[Na+] (sodium carbonate), BrC1=C(C(=O)N2CCN(CC2)C2=C(C=C(C=C2)C(C)=O)F)C=C(C=C1)[N+](=O)[O-] (1-{4-[4-(2-bromo-5-nitro-benzoyl)-piperazin-1-yl]-3-fluoro-phenyl}-ethanone), CC1=CC=C(C=C1)B(O)O (4-methylphenylboronic acid). Reagents/catalysts: CC(=O)[O-].CC(=O)[O-].[Pd+2] (Pd(OAc)2), [Br-].C(CCC)[N+](CCCC)(CCCC)CCCC (tetrabutylammonium bromide). The solvent is O (water), O (water). The product is FC=1C=C(C=CC1N1CCN(CC1)C(=O)C=1C(=CC=C(C1)[N+](=O)[O-])C1=CC=C(C=C1)C)C(C)=O (1-{3-Fluoro-4-[4-(4′-methyl-4-nitro-biphenyl-2-carbonyl)-piperazin-1-yl]-phenyl}-ethanone). Reaction SMILES: Br[C:2]1[CH:25]=[CH:24][C:23]([N+:26]([O-:28])=[O:27])=[CH:22][C:3]=1[C:4]([N:6]1[CH2:11][CH2:10][N:9]([C:12]2[CH:17]=[CH:16][C:15]([C:18](=[O:20])[CH3:19])=[CH:14][C:13]=2[F:21])[CH2:8][CH2:7]1)=[O:5].[CH3:29][C:30]1[CH:35]=[CH:34][C:33](B(O)O)=[CH:32][CH:31]=1.C(=O)([O-])[O-].[Na+].[Na+]>[Br-].C([N+](CCCC)(CCCC)CCCC)CCC.O.CC([O-])=O.CC([O-])=O.[Pd+2]>[F:21][C:13]1[CH:14]=[C:15]([C:18](=[O:20])[CH3:19])[CH:16]=[CH:17][C:12]=1[N:9]1[CH2:8][CH2:7][N:6]([C:4]([C:3]2[C:2]([C:33]3[CH:34]=[CH:35][C:30]([CH3:29])=[CH:31][CH:32]=3)=[CH:25][CH:24]=[C:23]([N+:26]([O-:28])=[O:27])[CH:22]=2)=[O:5])[CH2:11][CH2:10]1 |f:2.3.4,5.6,8.9.10|. Procedure details: In analogy to a procedure described by Leadbeater et al. [N.E. Leadbeater, M. Marco, Org. Lett. 4, 2973 (2002)] a stirred mixture of 1 eq. 1-{4-[4-(2-bromo-5-nitro-benzoyl)-piperazin-1-yl]-3-fluoro-phenyl}-ethanone (Example 4), 1.05 eq. 4-methylphenylboronic acid, 1 eq. tetrabutylammonium bromide. 2.5 eq. sodium carbonate and 0.01 eq Pd(OAc)2 in water (20 ml per mmol) were heated in a sealed tube to 150° C. by microwave irradiation for 1 minute. Then the reaction mixture is diluted with water, e... Starting materials: CN1N=NN=C1SCC=1CS[C@H]2N(C1C(=O)O)C(C2N)=O (3-(1-methyl-1H-tetrazol-5-yl)thiomethyl-7-amino-3-cephem-4-carboxylic acid), C[Si](C)(C)CC(=O)N (trimethylsilylacetamide), aqueous solution, [Cl-].[Na+] (sodium chloride), CNC(NC=1SC=C(N1)CC(=O)O)=O (2-(3-methylureido)thiazol-4-ylacetic acid), P(Cl)(Cl)(Cl)(Cl)Cl (phosphorus pentachloride). Run in C(C)(=O)OCC (ethyl acetate), C(C)(=O)OCC (ethyl acetate), C(Cl)Cl (methylene chloride), C(Cl)Cl (methylene chloride). Reaction conditions: temperature -20 celsius. The product is CN1N=NN=C1SCC=1CS[C@H]2N(C1C(=O)O)C(C2NC(CC=2N=C(SC2)NC(=O)NC)=O)=O (3-(1-methyl-1H-tetrazol-5-yl)thiomethyl-7-[2-(3-methylureido)thiazol-4-yl]acetamido-3-cephem-4-carboxylic acid). The yield is 40.6%. Reaction SMILES: [CH3:1][NH:2][C:3](=[O:14])[NH:4][C:5]1[S:6][CH:7]=[C:8]([CH2:10][C:11]([OH:13])=O)[N:9]=1.P(Cl)(Cl)(Cl)(Cl)Cl.[CH3:21][N:22]1[C:26]([S:27][CH2:28][C:29]2[CH2:30][S:31][C@@H:32]3[CH:39]([NH2:40])[C:38](=[O:41])[N:33]3[C:34]=2[C:35]([OH:37])=[O:36])=[N:25][N:24]=[N:23]1.C[Si](CC(N)=O)(C)C.[Cl-].[Na+]>C(Cl)Cl.C(OCC)(=O)C>[CH3:21][N:22]1[C:26]([S:27][CH2:28][C:29]2[CH2:30][S:31][C@@H:32]3[CH:39]([NH:40][C:11](=[O:13])[CH2:10][C:8]4[N:9]=[C:5]([NH:4][C:3]([NH:2][CH3:1])=[O:14])[S:6][CH:7]=4)[C:38](=[O:41])[N:33]3[C:34]=2[C:35]([OH:37])=[O:36])=[N:25][N:24]=[N:23]1 |f:4.5|. Procedure: To a mixture of 2-(3-methylureido)thiazol-4-ylacetic acid (3.23 g.) in dried methylene chloride (50 ml.) was dropwise added a solution of phosphorus pentachloride in dried methylene chloride (80 ml.) with stirring under ice-cooling, and the mixture was stirred for 3 hours under ice-cooling. The precipitates were collected by filtration and washed with n-hexane. Thus obtained precipitates were added to a solution which was prepared by stirring a mixture of 3-(1-methyl-1H-tetrazol-5-yl)thiomethyl-... Reported procedure: 0.92 ml (10 mmol) of benzene was added to a mixture of 6.0 g (6.9 mmol) of di(trifluoroacetoxy)iodoheneicosafluoro-n-decane and 32 ml of trifluoroacetic acid under cooling in an ice bath with stirring, and then 0.61 ml (6.9 mmol) of trifluoromethanesulfonic acid was added dropwise thereto. After completion of the addition, the mixture was stirred for 1.5 hours and the solvent was distilled off to obtain a crystalline solid. The solid was washed with hot chloroform to obtain 4.4 g of heneicosaflu... Reactants: C1=CC=CC=C1 (benzene), FC(C(=O)OI(C(C(C(C(C(C(C(C(C(C(F)(F)F)(F)F)(F)F)(F)F)(F)F)(F)F)(F)F)(F)F)(F)F)(F)F)OC(C(F)(F)F)=O)(F)F (di(trifluoroacetoxy)iodoheneicosafluoro-n-decane), FC(C(=O)O)(F)F (trifluoroacetic acid), FC(S(=O)(=O)O)(F)F (trifluoromethanesulfonic acid). Yield: 73.1%. Product: FC(S(=O)(=O)[O-])(F)F.FC(C(C(C(C(C(C(C(C([I+]C1=CC=CC=C1)(F)F)(F)F)(F)F)(F)F)(F)F)(F)F)(F)F)(F)F)(C(F)(F)F)F (heneicosafluoro-n-decylphenyliodonium trifluoromethanesulfonate). As a reaction SMILES: [CH:1]1[CH:6]=[CH:5][CH:4]=[CH:3][CH:2]=1.FC(F)(F)C(O[I:12](OC(=O)C(F)(F)F)[C:13]([F:43])([F:42])[C:14]([F:41])([F:40])[C:15]([F:39])([F:38])[C:16]([F:37])([F:36])[C:17]([F:35])([F:34])[C:18]([F:33])([F:32])[C:19]([F:31])([F:30])[C:20]([F:29])([F:28])[C:21]([F:27])([F:26])[C:22]([F:25])([F:24])[F:23])=O.FC(F)(F)C(O)=O.[F:60][C:61]([F:67])([F:66])[S:62]([OH:65])(=[O:64])=[O:63]>>[F:60][C:61]([F:67])([F:66])[S:62]([O-:65])(=[O:64])=[O:63].[F:26][C:21]([F:27])([C:22]([F:23])([F:24])[F:25])[C:20]([F:28])([F:29])[C:19]([F:31])([F:30])[C:18]([F:32])([F:33])[C:17]([F:35])([F:34])[C:16]([F:37])([F:36])[C:15]([F:39])([F:38])[C:14]([F:41])([F:40])[C:13]([F:43])([F:42])[I+:12][C:1]1[CH:6]=[CH:5][CH:4]=[CH:3][CH:2]=1 |f:4.5|. Starting materials: 103A, CS(=O)(=O)OC1CN(C1)C1=C(C(=O)OC)C=C(C=N1)C(F)(F)F (methyl 2-(3-((methylsulfonyl)oxy)azetidin-1-yl)-5-(trifluoromethyl)nicotinate), FC1=C(C=CC(=C1)F)O (2,4-Difluorophenol). Yields the product FC1=C(OC2CN(C2)C2=C(C(=O)O)C=C(C=N2)C(F)(F)F)C=CC(=C1)F (2-(3-(2,4-difluorophenoxy)azetidin-1-yl)-5-(trifluoromethyl)nicotinic acid). Yield: 98.4%. Reaction SMILES: CS([O:5][CH:6]1[CH2:9][N:8]([C:10]2[N:19]=[CH:18][C:17]([C:20]([F:23])([F:22])[F:21])=[CH:16][C:11]=2[C:12]([O:14]C)=[O:13])[CH2:7]1)(=O)=O.[F:24][C:25]1[CH:30]=[C:29]([F:31])[CH:28]=[CH:27][C:26]=1O>>[F:24][C:25]1[CH:30]=[C:29]([F:31])[CH:28]=[CH:27][C:26]=1[O:5][CH:6]1[CH2:9][N:8]([C:10]2[N:19]=[CH:18][C:17]([C:20]([F:23])([F:22])[F:21])=[CH:16][C:11]=2[C:12]([OH:14])=[O:13])[CH2:7]1. Procedure details: The title compound (D127) (95 mg) was prepared according to the experimental procedure described in Description 103A starting from methyl 2-(3-((methylsulfonyl)oxy)azetidin-1-yl)-5-(trifluoromethyl)nicotinate (D68) (100 mg, 0.258 mmol) and 2,4-Difluorophenol (0.032 ml, 0.338 mmol).